describe an organic reaction: reactants, conditions, products, and yield From a dataset of the Open Reaction Database (ORD), a public repository of structured organic reaction records. As a reaction SMILES: [CH3:14][N:15]([CH3:16])[CH:17]=[O:18].[Cs+:13].[F-:12].[NH2:1][c:2]1[n:3][c:4]([O:10][CH3:11])[cH:5][c:6]([CH2:8][Cl:9])[n:7]1>>[NH2:1][c:2]1[n:3][c:4]([O:10][CH3:11])[cH:5][c:6]([CH2:8][F:12])[n:7]1. The reactants are CN(C)C=O, [Cs+], [F-], COc1cc(CCl)nc(N)n1. Yields the product COc1cc(CF)nc(N)n1. Reactants: CC=1NC2=CC=C(C=C2C1)N (2-methyl-1H-indol-5-ylamine), N1=C(C=CC=C1)CNC(=O)C1=CC2=NC=CC(=C2S1)Cl (7-chloro-thieno[3,2-b]pyridine-2-carboxylic acid (pyridin-2-ylmethyl)-amide). Yields the product N1=C(C=CC=C1)CNC(=O)C1=CC2=NC=CC(=C2S1)NC=1C=C2C=C(NC2=CC1)C (7-(2-Methyl-1H-indol-5-ylamino)-thieno[3,2-b]pyridine-2-carboxylic acid (pyridin-2-ylmethyl)-amide). RXN SMILES: [CH3:1][C:2]1[NH:3][C:4]2[C:9]([CH:10]=1)=[CH:8][C:7]([NH2:11])=[CH:6][CH:5]=2.[N:12]1[CH:17]=[CH:16][CH:15]=[CH:14][C:13]=1[CH2:18][NH:19][C:20]([C:22]1[S:30][C:29]2[C:24](=[N:25][CH:26]=[CH:27][C:28]=2Cl)[CH:23]=1)=[O:21]>>[N:12]1[CH:17]=[CH:16][CH:15]=[CH:14][C:13]=1[CH2:18][NH:19][C:20]([C:22]1[S:30][C:29]2[C:24](=[N:25][CH:26]=[CH:27][C:28]=2[NH:11][C:7]2[CH:8]=[C:9]3[C:4](=[CH:5][CH:6]=2)[NH:3][C:2]([CH3:1])=[CH:10]3)[CH:23]=1)=[O:21]. Procedure details: The title compound was prepared from 2-methyl-1H-indol-5-ylamine and 7-chloro-thieno[3,2-b]pyridine-2-carboxylic acid (pyridin-2-ylmethyl)-amide by a procedure analogous to Example 1C. MS: 414 (MH+); HPLC Rf: 4.34 min.; HPLC purity: 97%. Product: CCC(C)S(=O)(=O)NC(=O)c1cc(F)c(Oc2cnc(OC)c(Cl)c2)cc1F. As a reaction SMILES: [C:1](=[O:2])([O-:3])[O-:4].[CH3:36][S:37]([CH3:38])=[O:39].[CH:7]([CH3:8])([CH2:9][CH3:10])[S:11](=[O:12])(=[O:13])[NH:14][C:15]([c:16]1[c:17]([F:24])[cH:18][c:19]([F:23])[c:20]([F:22])[cH:21]1)=[O:25].[Cl:26][c:27]1[cH:28][c:29]([OH:35])[cH:30][n:31][c:32]1[O:33][CH3:34].[K+:5].[K+:6].[OH2:40]>>[CH:7]([CH3:8])([CH2:9][CH3:10])[S:11](=[O:12])(=[O:13])[NH:14][C:15]([c:16]1[c:17]([F:24])[cH:18][c:19]([O:35][c:29]2[cH:28][c:27]([Cl:26])[c:32]([O:33][CH3:34])[n:31][cH:30]2)[c:20]([F:22])[cH:21]1)=[O:25]. The reactants are O=C([O-])[O-], CS(C)=O, CCC(C)S(=O)(=O)NC(=O)c1cc(F)c(F)cc1F, COc1ncc(O)cc1Cl, [K+], [K+], O. Reported procedure: The aim of the reaction is test/optimization:  5-fluoro-4-(2-methyl-1-(tetrahydro-2H-pyran-4-yl)-1H-imidazol-5-yl)pyrimidin-2-amine (100 mg, 0.36 mmol), 4-(4-bromo-3-fluorobenzyl)morpholine (109 mg, 0.40 mmol), Palladium, 10% On Charcoal (115 mg, 0.11 mmol), racemic-2,2'-Bis(diphenylphosphino)-1,1'-binaphthyl (101 mg, 0.16 mmol) and Sodium tert-pentoxide (79 mg, 0.72 mmol) were dissolved in toluene (1.5 mL) and heated to 110 °C under argon.  The reaction was monitorred by HPLC. After 16 h 81 % c... Starting materials: CC1=NC=C(N1C2CCOCC2)C3=NC(=NC=C3F)N, C1COCCN1CC2=CC(=C(C=C2)Br)F. The reagents and catalysts are CCC(C)(C)[O-].[Na+], C1=CC=C(C=C1)P(C2=CC=CC=C2)C3=C(C4=CC=CC=C4C=C3)C5=C(C=CC6=CC=CC=C65)P(C7=CC=CC=C7)C8=CC=CC=C8, [Pd]. Product: CC1=NC=C(N1C2CCOCC2)C3=NC(=NC=C3F)NC4=C(C=C(C=C4)CN5CCOCC5)F. Run at temperature 110 celsius. Yield: 81.0%. Run in CC1=CC=CC=C1. Conditions: time 30 minute. RXN SMILES: Cl[C:2]1[N:7]=[C:6]([N:8]2[CH2:13][CH2:12][CH:11]([CH2:14][NH:15]C(=O)OC(C)(C)C)[CH2:10][CH2:9]2)[C:5]([C:23]2[CH:28]=[CH:27][N:26]=[CH:25][CH:24]=2)=[CH:4][N:3]=1.[NH2:29][C:30]1[CH:31]=[C:32]2[C:37](=[CH:38][CH:39]=1)[NH:36][C:35](=[O:40])[CH2:34][CH2:33]2>C(O)CCC>[NH2:15][CH2:14][CH:11]1[CH2:10][CH2:9][N:8]([C:6]2[C:5]([C:23]3[CH:24]=[CH:25][N:26]=[CH:27][CH:28]=3)=[CH:4][N:3]=[C:2]([NH:29][C:30]3[CH:31]=[C:32]4[C:37](=[CH:38][CH:39]=3)[NH:36][C:35](=[O:40])[CH2:34][CH2:33]4)[N:7]=2)[CH2:13][CH2:12]1. The product is NCC1CCN(CC1)C1=NC(=NC=C1C1=CC=NC=C1)NC=1C=C2CCC(NC2=CC1)=O (6-(4-(4-(aminomethyl)piperidin-1-yl)-5-(pyridin-4-yl)pyrimidin-2-ylamino)-3,4-dihydroquinolin-2(1H)-one). Procedure details: A solution of tert-butyl (1-(2-chloro-5-(pyridin-4-yl)pyrimidin-4-yl)piperidin-4-yl)methylcarbamate (80 mg, 0.20 mmol) and 6-amino-3,4-dihydroquinolin-2(1H)-one (50 mg, 0.30 mmol) in nBuOH (3 mL) was stirred at 116° C. for 20 h. It was concentrated in vacuo. The residue was dissolved in TFA (4 mL). After being stirred at room temperature for 30 min, TFA was removed in vacuo. The residue was purified by HPLC to give the titled compound. MS 430.4 (M+H); UV 207.7, 264.5 nm. Solvent: C(CCC)O (nBuOH). The reactants are ClC1=NC=C(C(=N1)N1CCC(CC1)CNC(OC(C)(C)C)=O)C1=CC=NC=C1 (tert-butyl (1-(2-chloro-5-(pyridin-4-yl)pyrimidin-4-yl)piperidin-4-yl)methylcarbamate), NC=1C=C2CCC(NC2=CC1)=O (6-amino-3,4-dihydroquinolin-2(1H)-one). Starting materials: BrCCCBr, O=C([O-])[O-], CC(C)=O, [K+], [K+], CC(=O)c1ccc(O)cc1. The product is CC(=O)c1ccc(OCCCBr)cc1. RXN SMILES: [Br:11][CH2:12][CH2:13][CH2:14][Br:15].[C:16](=[O:17])([O-:18])[O-:19].[CH3:22][C:23](=[O:24])[CH3:25].[K+:20].[K+:21].[OH:1][c:2]1[cH:3][cH:4][c:5]([C:8]([CH3:9])=[O:10])[cH:6][cH:7]1>>[O:1]([c:2]1[cH:3][cH:4][c:5]([C:8]([CH3:9])=[O:10])[cH:6][cH:7]1)[CH2:14][CH2:13][CH2:12][Br:11]. Starting materials: C[N+]1([O-])CCOCC1, ClCCl, C=Cc1cccc(Cl)c1. The product is Clc1cccc(C2CO2)c1. As a reaction SMILES: [CH3:10][N+:11]1([O-:12])[CH2:13][CH2:15][O:14][CH2:16][CH2:17]1.[Cl:18][CH2:19][Cl:20].[Cl:1][c:2]1[cH:3][c:4]([CH:5]=[CH2:6])[cH:7][cH:8][cH:9]1>>[Cl:1][c:2]1[cH:3][c:4]([CH:5]2[CH2:6][O:14]2)[cH:7][cH:8][cH:9]1. Starting materials: C(C1=CC=CC=C1)N (benzylamine), O1CC1C(CCCCCCCCCC)O (1,2-epoxy-3-tridecanol). The solvent is O1CCOCC1 (dioxane). Reaction conditions: time 12 hour. Product: C(C1=CC=CC=C1)NCC(C(CCCCCCCCCC)O)O (1-benzylaminotridecane-2,3-diol). The yield is 71.8%. RXN SMILES: [CH2:1]([NH2:8])[C:2]1[CH:7]=[CH:6][CH:5]=[CH:4][CH:3]=1.[O:9]1[CH:11]([CH:12]([OH:23])[CH2:13][CH2:14][CH2:15][CH2:16][CH2:17][CH2:18][CH2:19][CH2:20][CH2:21][CH3:22])[CH2:10]1>O1CCOCC1>[CH2:1]([NH:8][CH2:10][CH:11]([OH:9])[CH:12]([OH:23])[CH2:13][CH2:14][CH2:15][CH2:16][CH2:17][CH2:18][CH2:19][CH2:20][CH2:21][CH3:22])[C:2]1[CH:7]=[CH:6][CH:5]=[CH:4][CH:3]=1. Procedure: A 500-ml flask equipped with a stirrer was charged with 107 g (1 mol) of benzylamine, to which a solution of 5.2 g (71 mmol) of 1,2-epoxy-3-tridecanol in 170 ml of dioxane was added dropwise over 2 hours. After completion of the dropping, a reaction was conducted further for 12 hours at 80° C. Dioxane and excess benzylamine were distilled off under reduced pressure. The resultant residue was recrystallized from hexane, thereby obtaining 16.4 g (yield: 72%) of the title compound (IIh-1).